Dataset: the Open Reaction Database (ORD), a public repository of structured organic reaction records. Task: describe an organic reaction: reactants, conditions, products, and yield The reactants are [BH3-]C#N, CO, CC(=O)O, CNC(=O)c1cc(=O)n(CCN2CCC(N)CC2)c2cc(OC)ccc12, [Na+], O=Cc1ccc2ccccc2c1. The product is CNC(=O)c1cc(=O)n(CCN2CCC(NCc3ccc4ccccc4c3)CC2)c2cc(OC)ccc12. RXN SMILES: [C:41]([BH3-:42])#[N:43].[CH3:1][OH:2].[CH3:45][C:46](=[O:47])[OH:48].[NH2:3][CH:4]1[CH2:5][CH2:6][N:7]([CH2:10][CH2:11][n:12]2[c:13](=[O:28])[cH:14][c:15]([C:24](=[O:25])[NH:26][CH3:27])[c:16]3[cH:17][cH:18][c:19]([O:22][CH3:23])[cH:20][c:21]23)[CH2:8][CH2:9]1.[Na+:44].[cH:29]1[c:30]([CH:39]=[O:40])[cH:31][cH:32][c:33]2[cH:34][cH:35][cH:36][cH:37][c:38]12>>[NH:3]([CH:4]1[CH2:5][CH2:6][N:7]([CH2:10][CH2:11][n:12]2[c:13](=[O:28])[cH:14][c:15]([C:24](=[O:25])[NH:26][CH3:27])[c:16]3[cH:17][cH:18][c:19]([O:22][CH3:23])[cH:20][c:21]23)[CH2:8][CH2:9]1)[CH2:39][c:30]1[cH:29][c:38]2[c:33]([cH:32][cH:31]1)[cH:34][cH:35][cH:36][cH:37]2. The reactants are C1CCOC1, CO, C=CCC(c1ccc(Cl)c(Cl)c1)C(N=[N+]=[N-])C(=O)N1C(=O)OCC1Cc1ccccc1. Yields the product C=CCC(c1ccc(Cl)c(Cl)c1)C(CO)N=[N+]=[N-]. RXN SMILES: [CH2:34]1[O:35][CH2:36][CH2:37][CH2:38]1.[CH3:32][OH:33].[Cl:1][c:2]1[cH:3][c:4]([CH:9]([CH:10]([C:11](=[O:12])[N:13]2[CH:14]([CH2:15][c:16]3[cH:17][cH:18][cH:19][cH:20][cH:21]3)[CH2:22][O:23][C:24]2=[O:25])[N:26]=[N+:27]=[N-:28])[CH2:29][CH:30]=[CH2:31])[cH:5][cH:6][c:7]1[Cl:8]>>[Cl:1][c:2]1[cH:3][c:4]([CH:9]([CH:10]([CH2:11][OH:12])[N:26]=[N+:27]=[N-:28])[CH2:29][CH:30]=[CH2:31])[cH:5][cH:6][c:7]1[Cl:8].